Dataset: the Open Reaction Database (ORD), a public repository of structured organic reaction records. Task: describe an organic reaction: reactants, conditions, products, and yield Starting materials: COC(C)CCO, CCOC(C)=O, ClCCl, O=S(=O)(Cl)c1c(F)c(F)c(F)c(F)c1F, [Na+], O=C([O-])O. Yields the product COC(C)CCOS(=O)(=O)c1c(F)c(F)c(F)c(F)c1F. As a reaction SMILES: [CH3:1][O:2][CH:3]([CH2:4][CH2:5][OH:6])[CH3:7].[CH3:28][CH2:29][O:30][C:31](=[O:32])[CH3:33].[Cl:34][CH2:35][Cl:36].[F:8][c:9]1[c:10]([F:22])[c:11]([F:21])[c:12]([F:20])[c:13]([F:19])[c:14]1[S:15](=[O:16])(=[O:17])[Cl:18].[Na+:27].[O-:23][C:24]([OH:25])=[O:26]>>[CH3:1][O:2][CH:3]([CH2:4][CH2:5][O:6][S:15]([c:14]1[c:9]([F:8])[c:10]([F:22])[c:11]([F:21])[c:12]([F:20])[c:13]1[F:19])(=[O:16])=[O:17])[CH3:7]. As a reaction SMILES: [Cl:1][C:2]1[C:16]([O:17][CH3:18])=[C:15]([N+:19]([O-])=O)[CH:14]=[CH:13][C:3]=1[CH2:4][P:5](=[O:12])([O:9][CH2:10][CH3:11])[O:6][CH2:7][CH3:8].Cl.C([O-])([O-])=O.[Na+].[Na+]>C(O)C.C(OCC)(=O)C.[Fe]>[NH2:19][C:15]1[CH:14]=[CH:13][C:3]([CH2:4][P:5](=[O:12])([O:9][CH2:10][CH3:11])[O:6][CH2:7][CH3:8])=[C:2]([Cl:1])[C:16]=1[O:17][CH3:18] |f:2.3.4|. The solvent is C(C)O (ethanol), C(C)(=O)OCC (ethyl acetate). Reactants: ClC1=C(CP(OCC)(OCC)=O)C=CC(=C1OC)[N+](=O)[O-] (diethyl 2-chloro-3-methoxy-4-nitrobenzylphosphonate), ClC1=C(CP(OCC)(OCC)=O)C=CC(=C1OC)[N+](=O)[O-] (diethyl 2-chloro-3-methoxy-4-nitrobenzylphosphonate), Cl (HCl), C(=O)([O-])[O-].[Na+].[Na+] (Na2CO3). The reagents and catalysts are [Fe] (iron). Procedure details: To a solution of diethyl 2-chloro-3-methoxy-4-nitrobenzylphosphonate (Compound 54F, 1 g, 2.96 mmol) in ethanol (15 mL), and iron powder (1.63 g, 29.6 mmol) was added aqueous 2N HCl (5 mL). The reaction mixture was heated to reflux for 1.5 h. The reaction mixture was cooled to RT and saturated solution of Na2CO3 was added until the pH was 9. The reaction mixture was filtered through celite and concentrated to give the residue. It was dissolved in ethyl acetate (25 mL) and washed with water, dried... The product is NC1=C(C(=C(CP(OCC)(OCC)=O)C=C1)Cl)OC (Diethyl 4-amino-2-chloro-3-methoxybenzylphosphonate). Yield: 98.8%. Reactants: C(Cl)Cl (methylene dichloride), O (water), C1(CC1)C(=O)CCC1=CC=C(C=C1)C#N (4-cyanophenylethyl cyclopropyl ketone), [BH4-].[Na+] (sodium borohydride), [BH4-].[Na+] (sodium borohydride). The solvent is C(C)O (ethanol), C(C)O (ethanol). Conditions: time 3 hour. The product is C(#N)C1=CC=C(C=C1)CCC(O)C1CC1 (4-cyanophenylethyl cyclopropyl carbinol). The yield is 99.3%. RXN SMILES: [CH:1]1([C:4]([CH2:6][CH2:7][C:8]2[CH:13]=[CH:12][C:11]([C:14]#[N:15])=[CH:10][CH:9]=2)=[O:5])[CH2:3][CH2:2]1.[BH4-].[Na+].C(Cl)Cl.O>C(O)C>[C:14]([C:11]1[CH:12]=[CH:13][C:8]([CH2:7][CH2:6][CH:4]([CH:1]2[CH2:3][CH2:2]2)[OH:5])=[CH:9][CH:10]=1)#[N:15] |f:1.2|. Procedure: To a solution of 30.9 g of 4-cyanophenylethyl cyclopropyl ketone in 90 ml of absolute ethanol was added 1.48 g of sodium borohydride, and the mixture was stirred at room temperature for three hours. The product isolated from the reaction still contained unreacted starting material, so the material was redissolved in 90 ml of ethanol and treated with 0.7 g additional sodium borohydride for three hours. The product obtained by evaporation of the solvent, trituration of the residue with methylene d... Starting materials: C(C)OC(C(C)(S(=O)(=O)C=1C=NC=CC1)C)=O (2-methyl-2-(pyridine-3-sulfonyl)-propionic acid ethyl ester), O.[OH-].[Li+] (lithium hydroxide monohydrate). Run in O (water), C1CCOC1.O (THF water). Run at time 18 hour. Product: CC(C(=O)O)(C)S(=O)(=O)C=1C=NC=CC1 (2-methyl-2-(pyridine-3-sulfonyl)-propionic acid). Yield: 99.9%. Reaction SMILES: C([O:3][C:4](=[O:17])[C:5]([CH3:16])([S:7]([C:10]1[CH:11]=[N:12][CH:13]=[CH:14][CH:15]=1)(=[O:9])=[O:8])[CH3:6])C.O.[OH-].[Li+]>C1COCC1.O.O>[CH3:16][C:5]([S:7]([C:10]1[CH:11]=[N:12][CH:13]=[CH:14][CH:15]=1)(=[O:9])=[O:8])([CH3:6])[C:4]([OH:17])=[O:3] |f:1.2.3,4.5|. Reported procedure: To a solution of 240 mg (0.93 mmol) of 2-methyl-2-(pyridine-3-sulfonyl)-propionic acid ethyl ester in THF/water (4/1, 10 mL) were added 76 mg (1.8 mmol) of lithium hydroxide monohydrate. The reaction was stirred at room temperature for 18 h. The reaction was further diluted with water (20 mL) and then washed with DCM (2×15 mL). The basic aqueous layer was cooled in an ice bath and acidified with 1M aqueous HCl solution to pH 2. The acidic aqueous layer was extracted with isopropanol/chloroform (... Starting materials: [N+](=O)([O-])C1=C(C=CC=C1)C (ortho-nitrotoluene), C(C=C)(=O)[O-] (acrylate), C(C=C)(=O)N (acrylamide). The product is [N+](=O)([O-])C1=C(C=CC=C1)CCCC(=O)[O-] (4-(2-nitrophenyl)butyrate), [N+](=O)([O-])C1=C(C=CC=C1)CCCC(=O)N (4-(2-nitrophenyl)butyramide). As a reaction SMILES: [N+:1]([C:4]1[CH:9]=[CH:8][CH:7]=[CH:6][C:5]=1[CH3:10])([O-:3])=[O:2].[C:11]([O-:15])(=[O:14])[CH:12]=[CH2:13].[C:16]([NH2:20])(=[O:19])[CH:17]=[CH2:18]>>[N+:1]([C:4]1[CH:9]=[CH:8][CH:7]=[CH:6][C:5]=1[CH2:10][CH2:13][CH2:12][C:11]([O-:15])=[O:14])([O-:3])=[O:2].[N+:1]([C:4]1[CH:9]=[CH:8][CH:7]=[CH:6][C:5]=1[CH2:10][CH2:18][CH2:17][C:16]([NH2:20])=[O:19])([O-:3])=[O:2]. Procedure details: reaction of ortho-nitrotoluene with an acrylate or acrylamide to give 4-(2-nitrophenyl)butyrate or 4-(2-nitrophenyl)butyramide, Reaction conditions: temperature 80 celsius, time 12 hour. Reagents/catalysts: [Pd].C1(=CC=CC=C1)P(C1=CC=CC=C1)C1=CC=CC=C1.C1(=CC=CC=C1)P(C1=CC=CC=C1)C1=CC=CC=C1.C1(=CC=CC=C1)P(C1=CC=CC=C1)C1=CC=CC=C1.C1(=CC=CC=C1)P(C1=CC=CC=C1)C1=CC=CC=C1 (tetrakis(triphenylphosphine)-palladium (0)). The product is BrC1=CC=C(C=C1)C=1SC=CC1C#N (2-(4-bromophenyl)thiophene-3-carbonitrile). RXN SMILES: I[C:2]1[S:3][CH:4]=[CH:5][C:6]=1[C:7]#[N:8].[Br:9][C:10]1[CH:15]=[CH:14][CH:13]=[CH:12][C:11]=1B(O)O.C(=O)([O-])[O-].[K+].[K+].C(COC)OC>[Pd].C1(P(C2C=CC=CC=2)C2C=CC=CC=2)C=CC=CC=1.C1(P(C2C=CC=CC=2)C2C=CC=CC=2)C=CC=CC=1.C1(P(C2C=CC=CC=2)C2C=CC=CC=2)C=CC=CC=1.C1(P(C2C=CC=CC=2)C2C=CC=CC=2)C=CC=CC=1.C(O)C>[Br:9][C:10]1[CH:15]=[CH:14][C:13]([C:2]2[S:3][CH:4]=[CH:5][C:6]=2[C:7]#[N:8])=[CH:12][CH:11]=1 |f:2.3.4,6.7.8.9.10|. The solvent is C(C)O (ethanol). Reactants: IC=1SC=CC1C#N (2-iodothiophene-3-carbonitrile), BrC1=C(C=CC=C1)B(O)O (bromobenzeneboronic acid), C([O-])([O-])=O.[K+].[K+] (potassium carbonate), C(OC)COC (dimethoxyethane). Reported procedure: A solution of 2-iodothiophene-3-carbonitrile (20 g, 85 mmol, preparation 23), 4 bromobenzeneboronic acid (18.8 g. 94 mmol), potassium carbonate (26 g, 187 mmol) and tetrakis(triphenylphosphine)-palladium (0) (10 g, 8.5 mmol) in a mixture of anhydrous dimethoxyethane (300 mL) and absolute ethanol (150 mL) is degassed with Ar or N2 for 15 min and stirred for 12 hours at 80° C. The reaction mixture is cooled to room temperature, water (100 ml) is then added and the crude product is extracted with m... Reactants: C1=CCCCC1 (cyclohexene), C(C1=CC=CC=C1)N1C2=C(C(NCC1)C)C(N(N=C2)C)=O (1-benzyl-5,7-dimethyl-2,3,4,5-tetrahydro-6(7H)-pyridazino[4,5-b][1,5]diazepinone). The reagents and catalysts are [Pd] (Pd/C). Run in C(C)O (ethanol). Product: CC1C2=C(NCCN1)C=NN(C2=O)C (5,7-Dimethyl-2,3,4,5-tetrahydro-6(7H)-pyridazino[4,5-b][1,5]diazepinone). As a reaction SMILES: C([N:8]1[CH2:14][CH2:13][NH:12][CH:11]([CH3:15])[C:10]2[C:16](=[O:21])[N:17]([CH3:20])[N:18]=[CH:19][C:9]1=2)C1C=CC=CC=1.C1CCCCC=1>[Pd].C(O)C>[CH3:15][CH:11]1[NH:12][CH2:13][CH2:14][NH:8][C:9]2[CH:19]=[N:18][N:17]([CH3:20])[C:16](=[O:21])[C:10]1=2. Procedure details: 0.38 g (2 mmol) of 1-benzyl-5,7-dimethyl-2,3,4,5-tetrahydro-6(7H)-pyridazino[4,5-b][1,5]diazepinone, 10 ml of abs. ethanol, 2 ml of cyclohexene and 0.20 g of Pd/C are warmed for 2 hours at 80° C. After cooling the mixture is filtered. The filtrate is evaporated and the residue is taken up in 10 ml of water, then it is shaken with 4×10 ml of ethyl acetate. The ethyl acetate phase is dried with anhydrous sodium sulphate and evaporated. The crystalline material obtained is recrystallized from 2 ml ...